Dataset: the Open Reaction Database (ORD), a public repository of structured organic reaction records. Task: describe an organic reaction: reactants, conditions, products, and yield Starting materials: ClC=1C=C(C=CC1)C1(C=2N(CC(N1)=O)N=CC2)C (rac-4-(3-chloro-phenyl)-4-methyl-4,5-dihydro-pyrazolo[1,5-a]pyrazin-6-one), COC=1C=C(C=NC1)B(O)O (5-methoxypyridine-3-boronic acid), C1(CCCCC1)P(C1=C(C=CC=C1)C1=C(C=CC=C1OC)OC)C1CCCCC1 (2-dicyclohexylphosphino-2′,6′-dimethoxybiphenyl), P(=O)([O-])([O-])[O-].[K+].[K+].[K+] (potassium phosphate). Reagents/catalysts: C(C)(=O)[O-].[Pd+2].C(C)(=O)[O-] (Palladium(II) acetate). Solvent: C1(=CC=CC=C1)C (toluene), CCO (EtOH). Reaction conditions: temperature 150 celsius, time 30 minute. The product is COC=1C=C(C=NC1)C=1C=C(C=CC1)C1(C=2N(CC(N1)=O)N=CC2)C (rac-4-[3-(5-methoxy-pyridin-3-yl)-phenyl]-4-methyl-4,5-dihydro-pyrazolo[1,5-a]pyrazin-6-one). The yield is 50.6%. As a reaction SMILES: Cl[C:2]1[CH:3]=[C:4]([C:8]2([CH3:18])[NH:13][C:12](=[O:14])[CH2:11][N:10]3[N:15]=[CH:16][CH:17]=[C:9]23)[CH:5]=[CH:6][CH:7]=1.[CH3:19][O:20][C:21]1[CH:22]=[C:23](B(O)O)[CH:24]=[N:25][CH:26]=1.C1(P(C2CCCCC2)C2C=CC=CC=2C2C(OC)=CC=CC=2OC)CCCCC1.P([O-])([O-])([O-])=O.[K+].[K+].[K+]>C1(C)C=CC=CC=1.CCO.C([O-])(=O)C.[Pd+2].C([O-])(=O)C>[CH3:19][O:20][C:21]1[CH:22]=[C:23]([C:2]2[CH:3]=[C:4]([C:8]3([CH3:18])[NH:13][C:12](=[O:14])[CH2:11][N:10]4[N:15]=[CH:16][CH:17]=[C:9]34)[CH:5]=[CH:6][CH:7]=2)[CH:24]=[N:25][CH:26]=1 |f:3.4.5.6,9.10.11|. Reported procedure: Palladium(II) acetate (0.022 g, 0.097 mmol) was added to a stirred suspension of rac-4-(3-chloro-phenyl)-4-methyl-4,5-dihydro-pyrazolo[1,5-a]pyrazin-6-one (0.17 g, 0.65 mmol), 5-methoxypyridine-3-boronic acid (0.15 g, 0.97 mmol), 2-dicyclohexylphosphino-2′,6′-dimethoxybiphenyl (0.080 g, 0.195 mmol) and potassium phosphate (0.28 g, 1.30 mmol) in toluene (2 mL) and EtOH (0.2 mL) at room temperature and under nitrogen. The mixture was stirred at 150° C. for 30 minutes under microwave irradiation. T... Starting materials: C1(=CC=CC2=CC=CC=C12)S(=O)(=O)C1=NNC2=CC=C(C=C12)C=O (3-(1-naphthylsulfonyl)-1H-indazole-5-carbaldehyde), ClC=1C=C(CBr)C=CC1 (3-chlorobenzyl bromide), C([O-])([O-])=O.[Cs+].[Cs+] (cesium carbonate), CN(C)C=O (DMF). Run in O (H2O). Reaction conditions: time 30 minute. Yields the product CN(CCOCC=1C=C2C(=NNC2=CC1)S(=O)(=O)C1=CC=CC2=CC=CC=C12)C (N,N-Dimethyl-2-{[3-(1-naphthylsulfonyl)-1H-indazol-5-yl]methoxy}ethanamine). Reaction SMILES: [C:1]1([S:11]([C:14]2[C:22]3[C:17](=[CH:18][CH:19]=[C:20]([CH:23]=[O:24])[CH:21]=3)[NH:16][N:15]=2)(=[O:13])=[O:12])[C:10]2[C:5](=[CH:6][CH:7]=[CH:8][CH:9]=2)[CH:4]=[CH:3][CH:2]=1.ClC1C=C(C=[CH:32][CH:33]=1)CBr.C(=O)([O-])[O-].[Cs+].[Cs+].[CH3:40][N:41](C=O)[CH3:42]>O>[CH3:40][N:41]([CH3:42])[CH2:32][CH2:33][O:24][CH2:23][C:20]1[CH:21]=[C:22]2[C:17](=[CH:18][CH:19]=1)[NH:16][N:15]=[C:14]2[S:11]([C:1]1[C:10]2[C:5](=[CH:6][CH:7]=[CH:8][CH:9]=2)[CH:4]=[CH:3][CH:2]=1)(=[O:13])=[O:12] |f:2.3.4|. Reported procedure: A mixture of 3-(1-naphthylsulfonyl)-1H-indazole-5-carbaldehyde (0.17 g, 0.5 mmoles), 3-chlorobenzyl bromide (0.07 mL, 0.6 mmoles), and cesium carbonate (0.19 g, 0.6 mmoles) in DMF (5 mL) was stirred together in a round bottom flask at room temperature for 30 minutes. Reaction mixture was diluted with H2O, extracted with EtOAc, washed with water (2×), brine (1×), dried over Na2SO4, and concentrated under vacuum. The crude product was purified by normal phase HPLC using as eluent 30% EtOAc/hexane ...